From a dataset of the Open Reaction Database (ORD), a public repository of structured organic reaction records. describe an organic reaction: reactants, conditions, products, and yield Reactants: CS(C)=O, O=Cc1ccc(B(O)O)o1, O=c1[nH]cnc2ccc(I)cc12, CC(=O)[O-], CC(=O)[O-], O, [Pd+2]. The product is O=Cc1ccc(-c2ccc3nc[nH]c(=O)c3c2)o1. Reaction SMILES: [CH3:1][S:2]([CH3:3])=[O:4].[CH:5](=[O:6])[c:7]1[cH:8][cH:9][c:10]([B:12]([OH:13])[OH:14])[o:11]1.[I:15][c:16]1[cH:17][c:18]2[c:19](=[O:26])[nH:20][cH:21][n:22][c:23]2[cH:24][cH:25]1.[O-:28][C:29]([CH3:30])=[O:31].[O-:32][C:33]([CH3:34])=[O:35].[OH2:36].[Pd+2:27]>>[CH:5](=[O:6])[c:7]1[cH:8][cH:9][c:10](-[c:16]2[cH:17][c:18]3[c:19](=[O:26])[nH:20][cH:21][n:22][c:23]3[cH:24][cH:25]2)[o:11]1.